Dataset: the Open Reaction Database (ORD), a public repository of structured organic reaction records. Task: describe an organic reaction: reactants, conditions, products, and yield Starting materials: CC(C)(C)c1cc(S)cc(C(C)(C)C)c1O, CC(C)(C)OC(=O)N1CCC(OS(C)(=O)=O)CC1, CCOC(C)=O, [H-], [Na+], CN(C)C=O. The product is CC(C)(C)OC(=O)N1CCC(Sc2cc(C(C)(C)C)c(O)c(C(C)(C)C)c2)CC1. Reaction SMILES: [C:19]([CH3:20])([CH3:21])([CH3:22])[c:23]1[c:24]([OH:34])[c:25]([C:30]([CH3:31])([CH3:32])[CH3:33])[cH:26][c:27]([SH:29])[cH:28]1.[C:1]([CH3:2])([CH3:3])([CH3:4])[O:5][C:6](=[O:7])[N:8]1[CH2:9][CH2:10][CH:11]([O:14][S:15]([CH3:16])(=[O:17])=[O:18])[CH2:12][CH2:13]1.[CH3:42][CH2:43][O:44][C:45](=[O:46])[CH3:47].[H-:35].[Na+:36].[O:37]=[CH:38][N:39]([CH3:40])[CH3:41]>>[C:1]([CH3:2])([CH3:3])([CH3:4])[O:5][C:6](=[O:7])[N:8]1[CH2:9][CH2:10][CH:11]([S:29][c:27]2[cH:26][c:25]([C:30]([CH3:31])([CH3:32])[CH3:33])[c:24]([OH:34])[c:23]([C:19]([CH3:20])([CH3:21])[CH3:22])[cH:28]2)[CH2:12][CH2:13]1. Reactants: O=CO, CC(C)O, CS(=O)(=O)c1cc(F)cc(C2=CCNCC2)c1. The product is CS(=O)(=O)c1cc(F)cc(C2CCNCC2)c1. Reaction SMILES: [CH:18]([OH:19])=[O:20].[CH:21]([OH:22])([CH3:23])[CH3:24].[F:1][c:2]1[cH:3][c:4]([C:12]2=[CH:17][CH2:16][NH:15][CH2:14][CH2:13]2)[cH:5][c:6]([S:8](=[O:9])(=[O:10])[CH3:11])[cH:7]1>>[F:1][c:2]1[cH:3][c:4]([CH:12]2[CH2:13][CH2:14][NH:15][CH2:16][CH2:17]2)[cH:5][c:6]([S:8](=[O:9])(=[O:10])[CH3:11])[cH:7]1. Starting materials: C(N)(=O)/C=C(/CC/C=C(/CCC(C(CSCC(=O)OC)C)=O)\C)\C (methyl [[(6E,10E)-11-carbamoyl-2,6,10-trimethyl-3-oxo-6,10-undecadienyl]thio]acetate), ClC1=CC(=CC=C1)C(=O)OO (m-chloroperbenzoic acid). Solvent: C(Cl)Cl (methylene chloride). Conditions: time 1 hour. Product: C(N)(=O)/C=C(/CC/C=C(/CCC(C(CS(=O)CC(=O)OC)C)=O)\C)\C (methyl [[(6E,10E)-11-carbamoyl-2,6,10-trimethyl-3-oxo-6,10-undecadienyl]sulfinyl]acetate). RXN SMILES: [C:1](/[CH:4]=[C:5](\[CH3:24])/[CH2:6][CH2:7]/[CH:8]=[C:9](\[CH3:23])/[CH2:10][CH2:11][C:12](=[O:22])[CH:13]([CH3:21])[CH2:14][S:15][CH2:16][C:17]([O:19][CH3:20])=[O:18])(=[O:3])[NH2:2].ClC1C=CC=C(C(OO)=[O:33])C=1>C(Cl)Cl>[C:1](/[CH:4]=[C:5](\[CH3:24])/[CH2:6][CH2:7]/[CH:8]=[C:9](\[CH3:23])/[CH2:10][CH2:11][C:12](=[O:22])[CH:13]([CH3:21])[CH2:14][S:15]([CH2:16][C:17]([O:19][CH3:20])=[O:18])=[O:33])(=[O:3])[NH2:2]. Procedure: A solution of 500 mg (0.0014 mol) of methyl [[(6E,10E)-11-carbamoyl-2,6,10-trimethyl-3-oxo-6,10-undecadienyl]thio]acetate in 30 ml of methylene chloride is treated at 0° with 270 mg of m-chloroperbenzoic acid. The solution is stirred at 0° for 1 hour under argon. The reaction solution is washed with aqueous potassium carbonate solution. After drying and removing the solvent the residue is chromatographed on silica gel with ether-methanol 3:1. There is obtained methyl [[(6E,10E)-11-carbamoyl-2,6,...